Dataset: the Open Reaction Database (ORD), a public repository of structured organic reaction records. Task: describe an organic reaction: reactants, conditions, products, and yield The product is CC(C)(C)OC(=O)N1CCC(C2CCN(c3ccc(-n4cncn4)cc3)CC2)CC1. The reactants are CN(C)CCN, [Cu]I, CC(C)(C)OC(=O)N1CCC(C2CCN(c3ccc(I)cc3)CC2)CC1, [K+], [K+], [K+], CN(C)C=O, O=P([O-])([O-])[O-], c1nc[nH]n1. As a reaction SMILES: [CH3:32][N:33]([CH3:34])[CH2:35][CH2:36][NH2:37].[Cu:46][I:47].[I:1][c:2]1[cH:3][cH:4][c:5]([N:8]2[CH2:9][CH2:10][CH:11]([CH:14]3[CH2:15][CH2:16][N:17]([C:20](=[O:21])[O:22][C:23]([CH3:24])([CH3:25])[CH3:26])[CH2:18][CH2:19]3)[CH2:12][CH2:13]2)[cH:6][cH:7]1.[K+:43].[K+:44].[K+:45].[O:48]=[CH:49][N:50]([CH3:51])[CH3:52].[P:38]([O-:39])([O-:40])([O-:41])=[O:42].[nH:27]1[n:28][cH:29][n:30][cH:31]1>>[c:2]1(-[n:27]2[n:28][cH:29][n:30][cH:31]2)[cH:3][cH:4][c:5]([N:8]2[CH2:9][CH2:10][CH:11]([CH:14]3[CH2:15][CH2:16][N:17]([C:20](=[O:21])[O:22][C:23]([CH3:24])([CH3:25])[CH3:26])[CH2:18][CH2:19]3)[CH2:12][CH2:13]2)[cH:6][cH:7]1. Starting materials: CN(C)C=O, CC1CCCC(C)N1CCNC(=O)C1CCCCN1c1nc2ccc(O)cc2o1, [H-], CC(C)I, [Na+]. Yields the product CC(C)Oc1ccc2nc(N3CCCCC3C(=O)NCCN3C(C)CCCC3C)oc2c1. Reaction SMILES: [CH3:36][N:37]([CH3:38])[CH:39]=[O:40].[CH3:3][CH:4]1[N:5]([CH2:11][CH2:12][NH:13][C:14](=[O:15])[CH:16]2[N:17]([c:22]3[o:23][c:24]4[c:25]([n:26]3)[cH:27][cH:28][c:29]([OH:31])[cH:30]4)[CH2:18][CH2:19][CH2:20][CH2:21]2)[CH:6]([CH3:10])[CH2:7][CH2:8][CH2:9]1.[H-:1].[I:32][CH:33]([CH3:34])[CH3:35].[Na+:2]>>[CH3:3][CH:4]1[N:5]([CH2:11][CH2:12][NH:13][C:14](=[O:15])[CH:16]2[N:17]([c:22]3[o:23][c:24]4[c:25]([n:26]3)[cH:27][cH:28][c:29]([O:31][CH:33]([CH3:34])[CH3:35])[cH:30]4)[CH2:18][CH2:19][CH2:20][CH2:21]2)[CH:6]([CH3:10])[CH2:7][CH2:8][CH2:9]1. Starting materials: 1C, NC1=C(CN2CCOCC2)C=C(C=C1)OC (N-(2-amino-5-methoxy-benzyl)-morpholine), BrBr (bromine), alkyl. Solvent: C(Cl)Cl (methylenechloride). Product: NC1=C(CN2CCOCC2)C=C(C=C1Br)OC (N-(2-Amino-3-bromo-5-methoxy-benzyl)-morpholine). RXN SMILES: [NH2:1][C:2]1[CH:14]=[CH:13][C:12]([O:15][CH3:16])=[CH:11][C:3]=1[CH2:4][N:5]1[CH2:10][CH2:9][O:8][CH2:7][CH2:6]1.[Br:17]Br>C(Cl)Cl>[NH2:1][C:2]1[C:14]([Br:17])=[CH:13][C:12]([O:15][CH3:16])=[CH:11][C:3]=1[CH2:4][N:5]1[CH2:6][CH2:7][O:8][CH2:9][CH2:10]1. Procedure: N-(2-Amino-3-bromo-5-methoxy-benzyl)-morpholine was prepared from N-(2-amino-5-methoxy-benzyl)-morpholine and bromine analogous to Exanple 9. Proof of structure by IR-, UV- and NMR-spectra. IR-spectrum (methylenechloride): 3280 cm-1NH2 ; 3420 cm-1NH2 ; 2830 cm-1OCH3 ; 2810 cm-1N-alkyl; 1480 cm-1C= C; 1590 cm-1C=C.